This data is from the Open Reaction Database (ORD), a public repository of structured organic reaction records. The task is: describe an organic reaction: reactants, conditions, products, and yield Starting materials: CCN(CC)CCCCl, CN(C1CC(C)(C)Oc2ccc(O)cc21)S(C)(=O)=O, Cl, CN(C)C=O. Product: CCN(CC)CCCOc1ccc2c(c1)C(N(C)S(C)(=O)=O)CC(C)(C)O2. RXN SMILES: [CH2:21]([CH3:22])[N:23]([CH2:24][CH3:25])[CH2:26][CH2:27][CH2:28][Cl:29].[CH3:1][C:2]1([CH3:19])[O:3][c:4]2[cH:5][cH:6][c:7]([OH:18])[cH:8][c:9]2[CH:10]([N:12]([S:13](=[O:14])(=[O:15])[CH3:16])[CH3:17])[CH2:11]1.[ClH:20].[O:30]=[CH:31][N:32]([CH3:33])[CH3:34]>>[CH3:1][C:2]1([CH3:19])[O:3][c:4]2[cH:5][cH:6][c:7]([O:18][CH2:28][CH2:27][CH2:26][N:23]([CH2:21][CH3:22])[CH2:24][CH3:25])[cH:8][c:9]2[CH:10]([N:12]([S:13](=[O:14])(=[O:15])[CH3:16])[CH3:17])[CH2:11]1.